This data is from the Open Reaction Database (ORD), a public repository of structured organic reaction records. The task is: describe an organic reaction: reactants, conditions, products, and yield The reactants are COS(=O)(=O)OC, CC(C)=O, [K+], [K+], O=C([O-])[O-], Oc1ccc(Br)cc1Cl. The product is COc1ccc(Br)cc1Cl. Reaction SMILES: [CH3:1][O:2][S:3](=[O:4])(=[O:5])[O:6][CH3:7].[CH3:23][C:24](=[O:25])[CH3:26].[K+:17].[K+:18].[O-:19][C:20]([O-:21])=[O:22].[OH:8][c:9]1[cH:10][cH:11][c:12]([Br:13])[cH:14][c:15]1[Cl:16]>>[O:6]([CH3:7])[c:9]1[cH:10][cH:11][c:12]([Br:13])[cH:14][c:15]1[Cl:16]. The reactants are CC(=O)OC(C)=O, COC(=O)C1C(C=CC(O)C(Cl)(Cl)Cl)C1(C)C, Cl, c1ccncc1. Yields the product COC(=O)C1C(C=CC(OC(C)=O)C(Cl)(Cl)Cl)C1(C)C. As a reaction SMILES: [C:24]([CH3:25])(=[O:26])[O:27][C:28](=[O:29])[CH3:30].[CH3:1][C:2]1([CH3:17])[CH:3]([C:13](=[O:14])[O:15][CH3:16])[CH:4]1[CH:5]=[CH:6][CH:7]([C:8]([Cl:9])([Cl:10])[Cl:11])[OH:12].[ClH:31].[cH:18]1[cH:19][cH:20][n:21][cH:22][cH:23]1>>[CH3:1][C:2]1([CH3:17])[CH:3]([C:13](=[O:14])[O:15][CH3:16])[CH:4]1[CH:5]=[CH:6][CH:7]([C:8]([Cl:9])([Cl:10])[Cl:11])[O:12][C:24]([CH3:25])=[O:26]. Starting materials: BrCC1OCC2=C(O1)C=C(C=C2)S(=O)(=O)C (2-(bromomethyl)-7-(methylsulfonyl)-4H-1,3-benzodioxine), ( 4 ), ( 8 ), CNCCC (N-methylpropan-1-amine), ( 6 ). Run in CCO (EtOH). Product: CN(CCC)CC1OCC2=C(O1)C=C(C=C2)S(=O)(=O)C (N-METHYL-N-{[7-(METHYLSULFONYL)-4H-1,3-BENZODIOXIN-2-YL]METHYL}PROPAN-1-AMINE). RXN SMILES: Br[CH2:2][CH:3]1[O:8][C:7]2[CH:9]=[C:10]([S:13]([CH3:16])(=[O:15])=[O:14])[CH:11]=[CH:12][C:6]=2[CH2:5][O:4]1.[CH3:17][NH:18][CH2:19][CH2:20][CH3:21]>CCO>[CH3:17][N:18]([CH2:2][CH:3]1[O:8][C:7]2[CH:9]=[C:10]([S:13]([CH3:16])(=[O:15])=[O:14])[CH:11]=[CH:12][C:6]=2[CH2:5][O:4]1)[CH2:19][CH2:20][CH3:21]. Procedure details: Preparation according to Example 22 using 2-(bromomethyl)-7-(methylsulfonyl)-4H-1,3-benzodioxine (30 mg, 0.10 mmol), N-methylpropan-1-amine (0.50 ml, 4.9 mmol) and EtOH (1.0 ml). MS m/z (rel. intensity, 70 eV) 299 (M+, 1), 87 (6), 86 (bp), 77 (4), 58 (8). Starting materials: [N+](=O)([O-])C1=CC=C(CN(CCN)CCN)C=C1 (4-(p-nitrobenzyl)diethylenetriamine). Reagents/catalysts: [Pd] (palladium on activated charcoal). Run in C(C)O (ethanol). Run at time 24 hour. Yields the product NC1=CC=C(CN(CCN)CCN)C=C1 (4-(p-aminobenzyl)diethylenetriamine). The yield is 103.0%. RXN SMILES: [N+:1]([C:4]1[CH:17]=[CH:16][C:7]([CH2:8][N:9]([CH2:13][CH2:14][NH2:15])[CH2:10][CH2:11][NH2:12])=[CH:6][CH:5]=1)([O-])=O>C(O)C.[Pd]>[NH2:1][C:4]1[CH:17]=[CH:16][C:7]([CH2:8][N:9]([CH2:10][CH2:11][NH2:12])[CH2:13][CH2:14][NH2:15])=[CH:6][CH:5]=1. Procedure: In 60 mL of absolute ethanol was dissolved 1 g of 4-(p-nitrobenzyl)diethylenetriamine (prepared in Example B) and 100 mg of palladium on activated charcoal (10% Pd) was added. The mixture was hydrogenated at 40 psi (275.8 kPa) for 24 hours. The catalyst was removed by filtration and the filtrate evaporated to give 0.9 g of product as an oil. The oil solidified upon cooling and the solid was crystallized from ethanol to provide 4-p-aminobenzyl)-diethylenetriamine and further characterized by: Starting materials: ClC1=CC(=C(C=N1)C=1OC(=C(N1)C(=O)O)C)NC(C)C (2-(6-chloro-4-(isopropylamino)pyridin-3-yl)-5-methyloxazole-4-carboxylic acid), S(=O)(Cl)Cl (thionyl chloride), [N-]=[N+]=[N-].[Na+] (Sodium azide). The solvent is O (water). Reaction conditions: temperature 0 celsius, time 30 minute. The product is ClC1=CC(=C(C=N1)C=1OC(=C(N1)C(=O)N=[N+]=[N-])C)NC(C)C (2-(6-chloro-4-(isopropylamino)pyridin-3-yl)-5-methyloxazole-4-carbonyl azide). Reaction SMILES: [Cl:1][C:2]1[N:7]=[CH:6][C:5]([C:8]2[O:9][C:10]([CH3:16])=[C:11]([C:13](O)=[O:14])[N:12]=2)=[C:4]([NH:17][CH:18]([CH3:20])[CH3:19])[CH:3]=1.S(Cl)(Cl)=O.[N-:25]=[N+:26]=[N-:27].[Na+]>O>[Cl:1][C:2]1[N:7]=[CH:6][C:5]([C:8]2[O:9][C:10]([CH3:16])=[C:11]([C:13]([N:25]=[N+:26]=[N-:27])=[O:14])[N:12]=2)=[C:4]([NH:17][CH:18]([CH3:20])[CH3:19])[CH:3]=1 |f:2.3|. Procedure: 2-(6-chloro-4-(isopropylamino)pyridin-3-yl)-5-methyloxazole-4-carboxylic acid (30a) (750 mg, 2.54 mmol) and thionyl chloride (12.68 mmol) were refluxed at 100° C. for 20 h. Thionyl chloride was removed under reduced pressure. The resulting solid acid chloride was dissolved in acetone (15 mL) and cooled to 0° C. Sodium azide (7.61 mmol) dissolved in water (3 mL) was added to the reaction mixture at 0° C. and stirred for 30 min. The reaction temperature was raised to room temperature and stirred f... Reactants: C(CC(O)(C(=O)O)CC(=O)O)(=O)O (citric acid), [H-].[Na+] (Sodium hydride), NC1=NC=C(N=C1C)Br (2-amino-5-bromo-3-methylpyrazine), CN(C1=C2C=CC=C(C2=CC=C1)S(=O)(=O)Cl)C (5-dimethylamino-1-naphthalenesulphonyl chloride). Solvent: COCCOC (1,2-dimethoxyethane). Conditions: time 18 hour. Product: CN(C1=C2C=CC=C(C2=CC=C1)S(=O)(=O)NC1=NC=C(N=C1C)Br)C (5-dimethylamino-N-(5-bromo-3-methyl-2-pyrazinyl)-1-naphthalenesulphonamide). Isolated yield 32.8%. Reaction SMILES: [H-].[Na+].[NH2:3][C:4]1[C:9]([CH3:10])=[N:8][C:7]([Br:11])=[CH:6][N:5]=1.[CH3:12][N:13]([CH3:28])[C:14]1[CH:23]=[CH:22][CH:21]=[C:20]2[C:15]=1[CH:16]=[CH:17][CH:18]=[C:19]2[S:24](Cl)(=[O:26])=[O:25].C(O)(=O)CC(CC(O)=O)(C(O)=O)O>COCCOC>[CH3:12][N:13]([CH3:28])[C:14]1[CH:23]=[CH:22][CH:21]=[C:20]2[C:15]=1[CH:16]=[CH:17][CH:18]=[C:19]2[S:24]([NH:3][C:4]1[C:9]([CH3:10])=[N:8][C:7]([Br:11])=[CH:6][N:5]=1)(=[O:26])=[O:25] |f:0.1|. Reported procedure: Sodium hydride (60% dispersion in mineral oil; 0.1 g) was added portionwise to a stirred solution of 2-amino-5-bromo-3-methylpyrazine (0.188 g) in 1,2-dimethoxyethane (DHE; 4 ml). After 5 minutes 5-dimethylamino-1-naphthalenesulphonyl chloride (0.3 g) was added, in a single portion, and the reaction was allowed to a stir for 18 hours. 2M Aqueous citric acid solution (10 ml) was added and the reaction was extracted with dichloromethane (3×25 ml). The combined extracts were dried (MgSO4) and evapo... Starting materials: [Cl-].[NH4+] (ammonium chloride), C[Mg]Br (Methylmagnesium bromide), ClC=1C=C(C=CC1Cl)C(CCCC#CC1=CC(=C(C=C1)N1N=C(N=C1)C)OC)=O (1-(3,4-dichlorophenyl)-6-[3-methoxy-4-(3-methyl-1H-1,2,4-triazol-1-yl)phenyl]hex-5-yn-1-one), C[Mg]Br (Methylmagnesium bromide). Solvent: C1CCOC1 (THF). Run at time 30 minute. The product is ClC=1C=C(C=CC1Cl)C(C)(CCCC#CC1=CC(=C(C=C1)N1N=C(N=C1)C)OC)O (2-(3,4-dichlorophenyl)-7-[3-methoxy-4-(3-methyl-1H-1,2,4-triazol-1-yl)phenyl]hept-6-yn-2-ol). Reaction SMILES: [CH3:1][Mg]Br.[Cl:4][C:5]1[CH:6]=[C:7]([C:12](=[O:32])[CH2:13][CH2:14][CH2:15][C:16]#[C:17][C:18]2[CH:23]=[CH:22][C:21]([N:24]3[CH:28]=[N:27][C:26]([CH3:29])=[N:25]3)=[C:20]([O:30][CH3:31])[CH:19]=2)[CH:8]=[CH:9][C:10]=1[Cl:11].[Cl-].[NH4+]>C1COCC1>[Cl:4][C:5]1[CH:6]=[C:7]([C:12]([OH:32])([CH2:13][CH2:14][CH2:15][C:16]#[C:17][C:18]2[CH:23]=[CH:22][C:21]([N:24]3[CH:28]=[N:27][C:26]([CH3:29])=[N:25]3)=[C:20]([O:30][CH3:31])[CH:19]=2)[CH3:1])[CH:8]=[CH:9][C:10]=1[Cl:11] |f:2.3|. Reported procedure: Methylmagnesium bromide (12% THF solution, 550 μL) was added to a mixture of 1-(3,4-dichlorophenyl)-6-[3-methoxy-4-(3-methyl-1H-1,2,4-triazol-1-yl)phenyl]hex-5-yn-1-one (198 mg) in THF (5 mL) under ice-cooling, and the mixture was stirred at room temperature for 30 min. Methylmagnesium bromide (12% THF solution, 550 μL) was added to the reaction mixture under ice-cooling, and the mixture was stirred for 15 min under ice-cooling. Saturated aqueous ammonium chloride solution was added, and the mix...